From a dataset of the Open Reaction Database (ORD), a public repository of structured organic reaction records. describe an organic reaction: reactants, conditions, products, and yield Starting materials: CC1([C@@H]([C@@H]1\C=C/C(=O)OC1CCC1)C(=O)O)C ((1R,cis)2,2-dimethyl-3-[Z-2-(cyclobutoxycarbonyl)-ethenyl]-cyclopropane-carboxylic acid), C(#N)[C@H](C1=CC(=CC=C1)OC1=CC=CC=C1)O ((S)α-cyano-3-phenoxy-benzyl alcohol). Product: CCCCCC.C(C)(C)OC(C)C (n-hexane isopropyl ether), CC1([C@@H]([C@@H]1\C=C/C(=O)OC1CCC1)C(=O)O[C@@H](C1=CC(=CC=C1)OC1=CC=CC=C1)C#N)C ((S)α-cyano-3-phenoxy-benzyl(1R,cis)2,2-dimethyl-3-[Z-2-(cyclobutoxycarbonyl)-ethenyl]-cyclopropane-carboxylate). The yield is 178.3%. RXN SMILES: [CH3:1][C:2]1([CH3:17])[C@@H:4](/[CH:5]=[CH:6]\[C:7]([O:9][CH:10]2[CH2:13][CH2:12][CH2:11]2)=[O:8])[C@H:3]1[C:14]([OH:16])=[O:15].[C:18]([C@@H:20](O)[C:21]1[CH:26]=[CH:25][CH:24]=[C:23]([O:27][C:28]2[CH:33]=[CH:32][CH:31]=[CH:30][CH:29]=2)[CH:22]=1)#[N:19]>>[CH3:14][CH2:3][CH2:2][CH2:4][CH2:5][CH3:6].[CH:23]([O:27][CH:28]([CH3:33])[CH3:29])([CH3:24])[CH3:22].[CH3:1][C:2]1([CH3:17])[C@@H:4](/[CH:5]=[CH:6]\[C:7]([O:9][CH:10]2[CH2:11][CH2:12][CH2:13]2)=[O:8])[C@H:3]1[C:14]([O:16][C@H:20]([C:18]#[N:19])[C:21]1[CH:26]=[CH:25][CH:24]=[C:23]([O:27][C:28]2[CH:29]=[CH:30][CH:31]=[CH:32][CH:33]=2)[CH:22]=1)=[O:15] |f:2.3|. Reported procedure: Using the procedure of Step A above, 1.8 g of the acid of Step B and 2 g of (S)α-cyano-3-phenoxy-benzyl alcohol were reacted and the product was chromatographed over silica gel. Elution with a 9-1 cyclohexane-ethyl acetate mixture and then with an 8-2 n-hexane-isopropyl ether mixture yielded 3.0 g of (S)α-cyano-3-phenoxy-benzyl(1R,cis)2,2-dimethyl-3-[Z-2-(cyclobutoxycarbonyl)-ethenyl]-cyclopropane-carboxylate with a specific rotation of [α]D20 =+45.5°±2° (c=0.6% in chloroform).